From a dataset of the Open Reaction Database (ORD), a public repository of structured organic reaction records. describe an organic reaction: reactants, conditions, products, and yield Starting materials: Cl.ClCCN(CC)CC (1-chloro-2-diethylaminoethane hydrochloride), OCC1=CNC=CC2=C1N(C=1C=CC=CC21)C (5-hydroxymethyl-6-methylazepino[4,5-b]indole). Yields the product C(C)N(CC)CCN1CC(C=2N(C=3C=CC=CC3C2CC1)C)CO (1,2,3,4,5,6-hexahydro-3-diethylaminoethyl-5-hydroxymethyl-6-methylazepino[4,5-b]indole). As a reaction SMILES: Cl.Cl[CH2:3][CH2:4][N:5]([CH2:8][CH3:9])[CH2:6][CH3:7].[OH:10][CH2:11][C:12]1[C:18]2[N:19]([CH3:26])[C:20]3[CH:21]=[CH:22][CH:23]=[CH:24][C:25]=3[C:17]=2[CH:16]=[CH:15][NH:14][CH:13]=1>>[CH2:6]([N:5]([CH2:4][CH2:3][N:14]1[CH2:15][CH2:16][C:17]2[C:25]3[CH:24]=[CH:23][CH:22]=[CH:21][C:20]=3[N:19]([CH3:26])[C:18]=2[CH:12]([CH2:11][OH:10])[CH2:13]1)[CH2:8][CH3:9])[CH3:7] |f:0.1|. Reported procedure: In accordance with the procedure described in example 18, the condensation of 1-chloro-2-diethylaminoethane hydrochloride with 5-hydroxymethyl-6-methylazepino[4,5-b]indole yields the product. Reactants: NC=1C(=CC=2CCCCC2C1)C=1N=C(C(=NC1CC)NC(CC)CC)CC (5-(3-amino-5,6,7,8-tetrahydronaphthalen-2-yl)-3,6-diethyl-N-(1-ethylpropyl)pyrazin-2-amine), Cl (HCl), Cl (HCl), N(=O)[O-].[Na+] (NaNO2). The reagents and catalysts are Cl[Cu] (CuCl). The solvent is O (H2O). Conditions: temperature 0 celsius, time 30 minute. Product: ClC=1C(=CC=2CCCCC2C1)C=1N=C(C(=NC1CC)NC(CC)CC)CC (5-(3-chloro-5,6,7,8-tetrahydronaphthalen-2-yl)-3,6-diethyl-N-(1-ethylpropyl)pyrazin-2-amine). The yield is 4.0%. RXN SMILES: N[C:2]1[C:3]([C:12]2[N:13]=[C:14]([CH2:26][CH3:27])[C:15]([NH:20][CH:21]([CH2:24][CH3:25])[CH2:22][CH3:23])=[N:16][C:17]=2[CH2:18][CH3:19])=[CH:4][C:5]2[CH2:6][CH2:7][CH2:8][CH2:9][C:10]=2[CH:11]=1.[ClH:28].N([O-])=O.[Na+]>O.Cl[Cu]>[Cl:28][C:2]1[C:3]([C:12]2[N:13]=[C:14]([CH2:26][CH3:27])[C:15]([NH:20][CH:21]([CH2:24][CH3:25])[CH2:22][CH3:23])=[N:16][C:17]=2[CH2:18][CH3:19])=[CH:4][C:5]2[CH2:6][CH2:7][CH2:8][CH2:9][C:10]=2[CH:11]=1 |f:2.3|. Reported procedure: A 50 mL round bottom flask equipped with a magnetic stir bar was charged with 5-(3-amino-5,6,7,8-tetrahydronaphthalen-2-yl)-3,6-diethyl-N-(1-ethylpropyl)pyrazin-2-amine (118 mg, 0.32 mmol), con. HCl (3.41 mL) and cooled with an ice bath for 30 minutes. The solution was yellow. A cold solution of NaNO2 (22.4 mg, 0.325 mmol) in H2O (0.64 mL) was added and the mixture stirred at 0° C. for 30 minutes. A light precipitate was observed. A cold CuCl (38.2 mg, 0.386 mmol) solution in con. HCl (0.853 mL)... The reactants are COC1=C(N)C=C(C=C1)C(C)=O (2-methoxy 5-acetyl aniline), ClCC(C(=O)Cl)C (3-chloro isobutyric acid chloride). Run in C1=CC=CC=C1 (benzene), O (water), C1=CC=CC=C1 (benzene). Reaction conditions: time 2 hour. Yields the product ClCC(C(=O)NC1=C(C=CC(=C1)C(C)=O)OC)C (1-(β-chloroα-methyl propionylamino) 2-methoxy 5-acetyl benzene). Yield: 77.0%. Reaction SMILES: [CH3:1][O:2][C:3]1[CH:9]=[CH:8][C:7]([C:10](=[O:12])[CH3:11])=[CH:6][C:4]=1[NH2:5].[Cl:13][CH2:14][CH:15]([CH3:19])[C:16](Cl)=[O:17]>C1C=CC=CC=1.O>[Cl:13][CH2:14][CH:15]([CH3:19])[C:16]([NH:5][C:4]1[CH:6]=[C:7]([C:10](=[O:12])[CH3:11])[CH:8]=[CH:9][C:3]=1[O:2][CH3:1])=[O:17]. Procedure details: 24.8 g of 2-methoxy 5-acetyl aniline [obtained according to Oelschager Arzneimit. Forschung 8 532-539 (1958)] dissolved in 150 ml benzene are added with 10.6 g of 3-chloro isobutyric acid chloride in 40 ml benzene. The mixture is kept at room temperature for 2 hours under stirring then diluted with 250 ml water. The benzenic phase is separated. The aqueous phase is extracted twice with benzene. The benzenic solutions are united, washed with 2N hydrochloric acid and then with water, dried on sodi... Reactants: C([O-])(O)=O.[Na+] (sodium bicarbonate), NC1=NC=CC=N1 (2-amino-pyrimidine), ClC1=C(CCl)C(=CC=C1)Cl (2,6-dichlorobenzyl chloride). The solvent is O (water). Reaction conditions: time 4 hour. Yields the product Cl.ClC1=C(CNC2=NC=CC=N2)C(=CC=C1)Cl (2-(2,6-Dichlorobenzylamino)-pyrimidine hydrochloride). Reaction SMILES: C(=O)(O)[O-].[Na+].[NH2:6][C:7]1[N:12]=[CH:11][CH:10]=[CH:9][N:8]=1.[Cl:13][C:14]1[CH:21]=[CH:20][CH:19]=[C:18]([Cl:22])[C:15]=1[CH2:16]Cl>O>[ClH:13].[Cl:13][C:14]1[CH:21]=[CH:20][CH:19]=[C:18]([Cl:22])[C:15]=1[CH2:16][NH:6][C:7]1[N:12]=[CH:11][CH:10]=[CH:9][N:8]=1 |f:0.1,5.6|. Procedure details: 10.5 g (0.125 mol) of sodium bicarbonate in 100 ml of distilled water are introduced into a solution of 38 g (0.4 mol) of 2-amino-pyrimidine at 90°-95° C., after which 19.55 g (0.1 mol) of 2,6-dichlorobenzyl chloride are introduced in 1 hour, and the mixture is then left at 90°-95° C. for 4 hours. It is cooled and the insoluble matter is filtered off and washed copiously with distilled water. This insoluble matter is recrystallised from ethyl acetate. Thereafter it is dissolved in hot ethyl acet... The reactants are C1(CCC1)N1CCN(CC1)C(=O)C=1C=C2C=C(NC2=CC1)C(=O)N1CCS(CC1)(=O)=O ([5-(4-Cyclobutyl-piperazine-1-carbonyl)-1H-indol-2-yl]-(1,1-dioxothiomorpholin-4-yl)-methanone), [H-].[Na+] (sodium hydride), C1(CC1)CBr (cyclopropylmethyl bromide). Solvent: CN(C=O)C (N,N-dimethylformamide). Product: C1(CCC1)N1CCN(CC1)C(=O)C=1C=C2C=C(N(C2=CC1)CC1CC1)C(=O)N1CCS(CC1)(=O)=O ([5-(4-Cyclobutyl-piperazine-1-carbonyl)-1-cyclopropylmethyl-1H-indol-2-yl]-(1,1-dioxothiomorpholin-4-yl)-methanone). Isolated yield 80.0%. Reaction SMILES: [CH:1]1([N:5]2[CH2:10][CH2:9][N:8]([C:11]([C:13]3[CH:14]=[C:15]4[C:19](=[CH:20][CH:21]=3)[NH:18][C:17]([C:22]([N:24]3[CH2:29][CH2:28][S:27](=[O:31])(=[O:30])[CH2:26][CH2:25]3)=[O:23])=[CH:16]4)=[O:12])[CH2:7][CH2:6]2)[CH2:4][CH2:3][CH2:2]1.[H-].[Na+].[CH:34]1([CH2:37]Br)[CH2:36][CH2:35]1>CN(C)C=O>[CH:1]1([N:5]2[CH2:6][CH2:7][N:8]([C:11]([C:13]3[CH:14]=[C:15]4[C:19](=[CH:20][CH:21]=3)[N:18]([CH2:37][CH:34]3[CH2:36][CH2:35]3)[C:17]([C:22]([N:24]3[CH2:29][CH2:28][S:27](=[O:30])(=[O:31])[CH2:26][CH2:25]3)=[O:23])=[CH:16]4)=[O:12])[CH2:9][CH2:10]2)[CH2:2][CH2:3][CH2:4]1 |f:1.2|. Reported procedure: The title compound was synthesized in analogy to example 51, from [5-(4-cyclobutyl-piperazine-1-carbonyl)-1H-indol-2-yl]-(1,1-dioxothiomorpholin-4-yl)-methanone (example 202), sodium hydride and cyclopropylmethyl bromide in N,N-dimethylformamide, to give the desired product as a colorless foam (80%). Starting materials: C(C)(C)N(CC)C(C)C (diisopropylethylamine), N([C@@H]([C@@H](C)CC)C(=O)N[C@@H](CC1=CC=CC=C1)C(=O)N[C@@H]([C@H](O)C)C(=O)N[C@@H](CC(N)=O)C(=O)N[C@@H](CO)C(=O)NN)C(=O)OC(C)(C)C (Boc-Ile-Phe-Thr-Asn-Ser-NH-NH2), Cl.O1CCOCC1 (HCl dioxane), N(=O)[O-] (nitrite). The solvent is CN(C)C=O (DMF), CN(C)C=O (DMF), CS(=O)C (DMSO), CN(C)C=O (DMF). Conditions: temperature -25 celsius, time 1 hour. Yields the product N([C@@H]([C@@H](C)CC)C(=O)N[C@@H](CC1=CC=CC=C1)C(=O)N[C@@H]([C@H](O)C)C(=O)N[C@@H](CC(N)=O)C(=O)N[C@@H](CO)C(=O)N=[N+]=[N-])C(=O)OC(C)(C)C (Boc-Ile-Phe-Thr-Asn-Ser-N3). Reaction SMILES: [NH:1]([C:43]([O:45][C:46]([CH3:49])([CH3:48])[CH3:47])=[O:44])[C@H:2]([C:7]([NH:9][C@H:10]([C:18]([NH:20][C@H:21]([C:25]([NH:27][C@H:28]([C:33]([NH:35][C@H:36]([C:39]([NH:41][NH2:42])=[O:40])[CH2:37][OH:38])=[O:34])[CH2:29][C:30](=[O:32])[NH2:31])=[O:26])[C@@H:22]([CH3:24])[OH:23])=[O:19])[CH2:11][C:12]1[CH:17]=[CH:16][CH:15]=[CH:14][CH:13]=1)=[O:8])[C@H:3]([CH2:5][CH3:6])[CH3:4].Cl.O1CCOCC1.[N:57]([O-])=O.C(N(C(C)C)CC)(C)C>CS(C)=O.CN(C=O)C>[NH:1]([C:43]([O:45][C:46]([CH3:49])([CH3:48])[CH3:47])=[O:44])[C@H:2]([C:7]([NH:9][C@H:10]([C:18]([NH:20][C@H:21]([C:25]([NH:27][C@H:28]([C:33]([NH:35][C@H:36]([C:39]([N:41]=[N+:42]=[N-:57])=[O:40])[CH2:37][OH:38])=[O:34])[CH2:29][C:30](=[O:32])[NH2:31])=[O:26])[C@@H:22]([CH3:24])[OH:23])=[O:19])[CH2:11][C:12]1[CH:13]=[CH:14][CH:15]=[CH:16][CH:17]=1)=[O:8])[C@H:3]([CH2:5][CH3:6])[CH3:4] |f:1.2|. Reported procedure: 5.94 g (8.55 mM) of Boc-Ile-Phe-Thr-Asn-Ser-NH-NH2 are dissolved in 27 ml of DMSO plus 37 ml of DMF. After cooling to -25° C., 6.1 ml of a 5.6 N HCl/dioxane solution then 1.23 ml of tertiobutyl nitrite (1.2 equiv.) prediluted in 5 ml of DMF precooled to -20° C., are added. After 1 hr. 15 mins. of stirring between -20° and -25° C., 6.1 ml of diisopropylethylamine (DIPEA) are added to take the pH to around 6, then 3 ml of DMF are added to take the volume to 85 ml and this solution is conserved at ... Conditions: time 10 minute. Yields the product CC1(CC(CCC1)SCC1=CC=C(C#N)C=C1)C (4-[(3,3-Dimethylcyclohexyl)thiomethyl]-benzonitrile). Run in O (water), C(C)#N (acetonitrile). Yield: 37.1%. The reactants are CC1(CC(CCC1)S)C (3,3-dimethylcyclohexanethiol), C([O-])([O-])=O.[K+].[K+] (potassium carbonate), C(#N)C1=CC=C(CBr)C=C1 (4-cyanobenzyl bromide). Reaction SMILES: [CH3:1][C:2]1([CH3:9])[CH2:7][CH2:6][CH2:5][CH:4]([SH:8])[CH2:3]1.C(=O)([O-])[O-].[K+].[K+].[C:16]([C:18]1[CH:25]=[CH:24][C:21]([CH2:22]Br)=[CH:20][CH:19]=1)#[N:17]>C(#N)C.O>[CH3:1][C:2]1([CH3:9])[CH2:7][CH2:6][CH2:5][CH:4]([S:8][CH2:22][C:21]2[CH:24]=[CH:25][C:18]([C:16]#[N:17])=[CH:19][CH:20]=2)[CH2:3]1 |f:1.2.3|. Reported procedure: To a solution of 3,3-dimethylcyclohexanethiol (0.6 g, 4.16 mmol) in acetonitrile (50 mL) add potassium carbonate (1.72 g, 12.48 mmol) and stir at room temperature for 10 min. Add 4-cyanobenzyl bromide (816 mg, 4.16 mmol) and stir the suspension for 18 h. Dilute with water (50 mL) and extract with EtOAc (50 mL). Dry the organic phase over MgSO4, filter and concentrate in vacuo. Purify by chromatography on silica gel eluting with hexane/EtOAc (10:1) to obtain the desired intermediate as a clear oi... The reactants are CC(OS(C)(=O)=O)c1noc(-c2cccc(Cl)c2)n1, [Cl-], CNc1nnc(-c2cc(F)cc(F)c2)n1C, [H-], [NH4+], [Na+], CN(C)C=O. The product is CC(c1noc(-c2cccc(Cl)c2)n1)N(C)c1nnc(-c2cc(F)cc(F)c2)n1C. As a reaction SMILES: [CH3:19][S:20]([O:21][CH:24]([CH3:25])[c:26]1[n:27][o:28][c:29](-[c:31]2[cH:32][c:33]([Cl:37])[cH:34][cH:35][cH:36]2)[n:30]1)(=[O:22])=[O:23].[Cl-:43].[F:1][c:2]1[cH:3][c:4](-[c:9]2[n:10]([CH3:16])[c:11]([NH:14][CH3:15])[n:12][n:13]2)[cH:5][c:6]([F:8])[cH:7]1.[H-:18].[NH4+:44].[Na+:17].[O:38]=[CH:39][N:40]([CH3:41])[CH3:42]>>[F:1][c:2]1[cH:3][c:4](-[c:9]2[n:10]([CH3:16])[c:11]([N:14]([CH3:15])[CH:24]([CH3:25])[c:26]3[n:27][o:28][c:29](-[c:31]4[cH:32][c:33]([Cl:37])[cH:34][cH:35][cH:36]4)[n:30]3)[n:12][n:13]2)[cH:5][c:6]([F:8])[cH:7]1. Reactants: Cn1c(CO)nc2ccc(OCc3ccccc3)nc21, CCCCP(CCCC)CCCC, Cc1ccccc1, O=C(N=NC(=O)N1CCCCC1)N1CCCCC1, O=C1SC(Cc2ccc(O)cc2)C(=O)N1C(c1ccccc1)(c1ccccc1)c1ccccc1. The product is Cn1c(COc2ccc(CC3SC(=O)N(C(c4ccccc4)(c4ccccc4)c4ccccc4)C3=O)cc2)nc2ccc(OCc3ccccc3)nc21. RXN SMILES: [CH2:1]([c:2]1[cH:3][cH:4][cH:5][cH:6][cH:7]1)[O:8][c:9]1[cH:10][cH:11][c:12]2[c:13]([n:14]1)[n:15]([CH3:20])[c:16]([CH2:18][OH:19])[n:17]2.[CH2:55]([P:56]([CH2:57][CH2:58][CH2:59][CH3:60])[CH2:61][CH2:62][CH2:63][CH3:64])[CH2:65][CH2:66][CH3:67].[CH3:86][c:87]1[cH:88][cH:89][cH:90][cH:91][cH:92]1.[N:68]([C:69]([N:70]1[CH2:71][CH2:72][CH2:73][CH2:74][CH2:75]1)=[O:76])=[N:77][C:78]([N:79]1[CH2:80][CH2:81][CH2:82][CH2:83][CH2:84]1)=[O:85].[OH:21][c:22]1[cH:23][cH:24][c:25]([CH2:26][CH:27]2[C:28](=[O:52])[N:29]([C:33]([c:34]3[cH:35][cH:36][cH:37][cH:38][cH:39]3)([c:40]3[cH:41][cH:42][cH:43][cH:44][cH:45]3)[c:46]3[cH:47][cH:48][cH:49][cH:50][cH:51]3)[C:30](=[O:32])[S:31]2)[cH:53][cH:54]1>>[CH2:1]([c:2]1[cH:3][cH:4][cH:5][cH:6][cH:7]1)[O:8][c:9]1[cH:10][cH:11][c:12]2[c:13]([n:14]1)[n:15]([CH3:20])[c:16]([CH2:18][O:19][c:22]1[cH:23][cH:24][c:25]([CH2:26][CH:27]3[C:28](=[O:52])[N:29]([C:33]([c:34]4[cH:35][cH:36][cH:37][cH:38][cH:39]4)([c:40]4[cH:41][cH:42][cH:43][cH:44][cH:45]4)[c:46]4[cH:47][cH:48][cH:49][cH:50][cH:51]4)[C:30](=[O:32])[S:31]3)[cH:53][cH:54]1)[n:17]2.